This data is from the Open Reaction Database (ORD), a public repository of structured organic reaction records. The task is: describe an organic reaction: reactants, conditions, products, and yield The reactants are C1(CCCCC1)C(=O)O (cyclohexanecarboxylic acid), C1(CCCCC1)C(=O)Cl (cyclohexanecarbonyl chloride), C1(=C(C=CC=C1)OC=1C=CC(=C2C=CC(NC12)=O)C(C(CC)NC(C)C)O)C (8-toluyloxy-5-(1-hydroxy-2-isopropylaminobutyl)carbostyril), ice water, CO (methanol). Reagents/catalysts: Cl (hydrochloric acid). The solvent is C(C)OCC (diethyl ether). The product is Cl.C1(=C(C=CC=C1)OC=1C=CC(=C2C=CC(NC12)=O)C(C(CC)NC(C)C)OC(=O)C1CCCCC1)C (8-toluyloxy-5-(1-cyclohexylcarbonyloxy-2-isopropylaminobutyl)carbostyril hydrochloride). As a reaction SMILES: [CH:1]1([C:7]([OH:9])=[O:8])[CH2:6][CH2:5][CH2:4][CH2:3][CH2:2]1.C1(C([Cl:18])=O)CCCCC1.[C:19]1([CH3:46])[CH:24]=[CH:23][CH:22]=[CH:21][C:20]=1[O:25][C:26]1[CH:27]=[CH:28][C:29]([CH:37](O)[CH:38]([NH:41][CH:42]([CH3:44])[CH3:43])[CH2:39][CH3:40])=[C:30]2[C:35]=1[NH:34][C:33](=[O:36])[CH:32]=[CH:31]2.CO>Cl.C(OCC)C>[ClH:18].[C:19]1([CH3:46])[CH:24]=[CH:23][CH:22]=[CH:21][C:20]=1[O:25][C:26]1[CH:27]=[CH:28][C:29]([CH:37]([O:8][C:7]([CH:1]2[CH2:6][CH2:5][CH2:4][CH2:3][CH2:2]2)=[O:9])[CH:38]([NH:41][CH:42]([CH3:44])[CH3:43])[CH2:39][CH3:40])=[C:30]2[C:35]=1[NH:34][C:33](=[O:36])[CH:32]=[CH:31]2 |f:6.7|. Procedure details: 2 ml of cyclohexanecarboxylic acid and 2 ml of cyclohexanecarbonyl chloride were added to 1 g of 8-toluyloxy-5-(1-hydroxy-2-isopropylaminobutyl)carbostyril and the mixture was allowed to react for 1 hour at a temperature of 80° C. After completion of the reaction, 2 to 3 drops of concentrated hydrochloric acid and 10 ml of methanol were added to the reaction mixture while cooling with ice-water followed by addition of diethyl ether to crystallize the product. The crystals thus obtained were sepa... Reactants: C1CCOC1, Cl, O=S(=O)(Cl)c1cccc(F)c1, CC(N)C(=O)N1C(=O)C(C)c2ccccc2-c2c(N)cccc21, c1ccncc1. Yields the product CC(NS(=O)(=O)c1cccc(F)c1)C(=O)N1C(=O)C(C)c2ccccc2-c2c(N)cccc21. As a reaction SMILES: [CH2:42]1[O:43][CH2:44][CH2:45][CH2:46]1.[ClH:1].[F:31][c:32]1[cH:33][c:34]([S:38](=[O:39])(=[O:40])[Cl:41])[cH:35][cH:36][cH:37]1.[NH2:2][CH:3]([CH3:4])[C:5](=[O:6])[N:7]1[c:8]2[c:9]([c:20]([NH2:24])[cH:21][cH:22][cH:23]2)-[c:10]2[c:11]([cH:16][cH:17][cH:18][cH:19]2)[CH:12]([CH3:15])[C:13]1=[O:14].[cH:25]1[cH:26][cH:27][n:28][cH:29][cH:30]1>>[NH:2]([CH:3]([CH3:4])[C:5](=[O:6])[N:7]1[c:8]2[c:9]([c:20]([NH2:24])[cH:21][cH:22][cH:23]2)-[c:10]2[c:11]([cH:16][cH:17][cH:18][cH:19]2)[CH:12]([CH3:15])[C:13]1=[O:14])[S:38]([c:34]1[cH:33][c:32]([F:31])[cH:37][cH:36][cH:35]1)(=[O:39])=[O:40]. Reactants: [OH-].[Na+] (sodium hydroxide), C(C=1C(O)=CC=CC1)=O (salicylaldehyde), Cl.Cl.O(N)CC(CNC)F (N-(3-aminoxy-2-fluoropropyl)-methylamine dihydrochloride). The solvent is C(C)O (ethanol). Run at time 24 hour. The product is Cl.OC1=C(C=NOCC(CNC)F)C=CC=C1 (N-[3 -(2-hydroxy-benzylideneaminoxy)-2-fluoropropyl]-methylamine hydrochloride). RXN SMILES: [OH-].[Na+].[CH:3](=O)[C:4]1[C:5](=[CH:7][CH:8]=[CH:9][CH:10]=1)[OH:6].[ClH:12].Cl.[O:14]([CH2:16][CH:17]([F:21])[CH2:18][NH:19][CH3:20])[NH2:15]>C(O)C>[ClH:12].[OH:6][C:5]1[CH:7]=[CH:8][CH:9]=[CH:10][C:4]=1[CH:3]=[N:15][O:14][CH2:16][CH:17]([F:21])[CH2:18][NH:19][CH3:20] |f:0.1,3.4.5,7.8|. Procedure details: 2.5 ml of 1N sodium hydroxide solution and 305 mg (2.5 mmol) of salicylaldehyde are added to a solution of 488 mg (2.5 mmol) of N-(3-aminoxy-2-fluoropropyl)-methylamine dihydrochloride in 10 ml of ethanol and the mixture is stirred for 24 hours at room temperature. The reaction mixture is then concentrated to dryness by evaporation and the residue is crystallised from ethanol/ether. The reactants are N1(COCOC1)S(=O)(=O)C1=CC=C(C=C1)[N+](=O)[O-] (1-(3,5-dioxapiperidin-1-yl)sulphonyl-4-nitrobenzene). The reagents and catalysts are [Pd] (palladium on charcoal). The solvent is C(C)O (ethanol), C(C)(=O)OCC (ethyl acetate). Run at time 3 hour. Product: N1(COCOC1)S(=O)(=O)C1=CC=C(N)C=C1 (4-(3,5-Dioxapiperidin-1-yl)sulphonylaniline). Yield: 88.9%. Reaction SMILES: [N:1]1([S:7]([C:10]2[CH:15]=[CH:14][C:13]([N+:16]([O-])=O)=[CH:12][CH:11]=2)(=[O:9])=[O:8])[CH2:6][O:5][CH2:4][O:3][CH2:2]1>[Pd].C(O)C.C(OCC)(=O)C>[N:1]1([S:7]([C:10]2[CH:15]=[CH:14][C:13]([NH2:16])=[CH:12][CH:11]=2)(=[O:8])=[O:9])[CH2:2][O:3][CH2:4][O:5][CH2:6]1. Reported procedure: A mixture of 1-(3,5-dioxapiperidin-1-yl)sulphonyl-4-nitrobenzene (Method 8) (500 mg, 1.82 mmol) and 10% palladium on charcoal catalyst (150 mg) in ethanol (25 ml) and ethyl acetate (25 ml) was stirred under an atmosphere of hydrogen for 3 hours. The catalyst was removed by filtration through diatomaceous earth and the filter pad was washed with ethanol and ethyl acetate. The volatiles were removed from the filtrate by evaporation and the residue triturated with ether and hexane to give the tide ... Starting materials: OB(O)c1ccc(C(F)(F)F)cc1 (effective_coupling_partner), CC(C)(C)OC(=O)Oc2ccc1ccccc1c2 (substrate). Reagents/catalysts: dcypf. Conditions: temperature 60 celsius, time 6 hour. Yields the product FC(F)(F)c3ccc(c2ccc1ccccc1c2)cc3. The reactants are COC(OC)N(C)C, Cc1ccccc1, CCOC(=O)CC(=O)c1ccc([N+](=O)[O-])c(F)c1. Yields the product CCOC(=O)C(=CN(C)C)C(=O)c1ccc([N+](=O)[O-])c(F)c1. As a reaction SMILES: [CH3:1][O:2][CH:3]([N:4]([CH3:5])[CH3:6])[O:7][CH3:8].[CH3:27][c:28]1[cH:29][cH:30][cH:31][cH:32][cH:33]1.[F:9][c:10]1[cH:11][c:12]([C:19]([CH2:20][C:21](=[O:22])[O:23][CH2:24][CH3:25])=[O:26])[cH:13][cH:14][c:15]1[N+:16](=[O:17])[O-:18]>>[CH:3]([N:4]([CH3:5])[CH3:6])=[C:20]([C:19]([c:12]1[cH:11][c:10]([F:9])[c:15]([N+:16](=[O:17])[O-:18])[cH:14][cH:13]1)=[O:26])[C:21](=[O:22])[O:23][CH2:24][CH3:25]. Reactants: BrC=1C=C(C=C(C1)OC)CNC(=O)C1=CC(=CC=C1)C(=O)NCC=1C(=C2C(=NC1CC)N(N=C2)CC)NC2CCOCC2 (N-{[3-bromo-5-(methyloxy)phenyl]methyl}-N′-{[1,6-diethyl-4-(tetrahydro-2H-pyran-4-ylamino)-1H-pyrazolo[3,4-b]pyridin-5-yl]methyl}-1,3-benzenedicarboxamide), C(=O)C=1C=C(C=CC1)B(O)O (3-formylphenyl boronic acid), C(=O)([O-])[O-].[Na+].[Na+] (Na2CO3), O (water). Reagents/catalysts: C=1C=CC(=CC1)[P](C=2C=CC=CC2)(C=3C=CC=CC3)[Pd]([P](C=4C=CC=CC4)(C=5C=CC=CC5)C=6C=CC=CC6)([P](C=7C=CC=CC7)(C=8C=CC=CC8)C=9C=CC=CC9)[P](C=1C=CC=CC1)(C=1C=CC=CC1)C=1C=CC=CC1 (Pd(PPh3)4). Run in O1CCOCC1 (dioxane). Reaction conditions: temperature 150 celsius. The product is C(C)N1N=CC=2C1=NC(=C(C2NC2CCOCC2)CN(C(=O)C2=CC(=CC=C2)C(=O)N)CC=2C=C(C=C(C2)OC)C2=CC(=CC=C2)C=O)CC (N-{[1,6-diethyl-4-(tetrahydro-2H-pyran-4-ylamino)-1H-pyrazolo[3,4-b]pyridin-5-yl]methyl}-N-{[3′-formyl-5-(methyloxy)-3-biphenylyl]methyl}-1,3-benzenedicarboxamide). Yield: 169.7%. RXN SMILES: BrC1C=C(C[NH:11][C:12]([C:14]2[CH:19]=[CH:18][CH:17]=[C:16]([C:20]([NH:22][CH2:23][C:24]3[C:25]([NH:37][CH:38]4[CH2:43][CH2:42][O:41][CH2:40][CH2:39]4)=[C:26]4[CH:34]=[N:33][N:32]([CH2:35][CH3:36])[C:27]4=[N:28][C:29]=3[CH2:30][CH3:31])=[O:21])[CH:15]=2)=[O:13])C=C(OC)C=1.[CH:44]([C:46]1[CH:47]=[C:48](B(O)O)[CH:49]=[CH:50][CH:51]=1)=[O:45].[C:55]([O-:58])([O-])=O.[Na+].[Na+].O>O1CCOCC1.C1C=CC([P]([Pd]([P](C2C=CC=CC=2)(C2C=CC=CC=2)C2C=CC=CC=2)([P](C2C=CC=CC=2)(C2C=CC=CC=2)C2C=CC=CC=2)[P](C2C=CC=CC=2)(C2C=CC=CC=2)C2C=CC=CC=2)(C2C=CC=CC=2)C2C=CC=CC=2)=CC=1>[CH2:35]([N:32]1[C:27]2=[N:28][C:29]([CH2:30][CH3:31])=[C:24]([CH2:23][N:22]([CH2:12][C:14]3[CH:15]=[C:16]([C:48]4[CH:49]=[CH:50][CH:51]=[C:46]([CH:44]=[O:45])[CH:47]=4)[CH:17]=[C:18]([O:58][CH3:55])[CH:19]=3)[C:20]([C:16]3[CH:17]=[CH:18][CH:19]=[C:14]([C:12]([NH2:11])=[O:13])[CH:15]=3)=[O:21])[C:25]([NH:37][CH:38]3[CH2:43][CH2:42][O:41][CH2:40][CH2:39]3)=[C:26]2[CH:34]=[N:33]1)[CH3:36] |f:2.3.4,^1:71,73,92,111|. Reported procedure: A mixture of N-{[3-bromo-5-(methyloxy)phenyl]methyl}-N′-{[1,6-diethyl-4-(tetrahydro-2H-pyran-4-ylamino)-1H-pyrazolo[3,4-b]pyridin-5-yl]methyl}-1,3-benzenedicarboxamide (782 mg, 1.20 mmol), 3-formylphenyl boronic acid (234 mg, 1.57 mmol), Na2CO3 (383 mg, 3.61 mmol), Pd(PPh3)4 (69.6 mg, 0.06 mmol), and water (3 mL) in dioxane (9 mL) was degassed for 5 min. This mixture was then heated under microwave for 30 min at 150° C. It was quenched with water and then extracted with ethyl acetate twice. The ...